This data is from the Open Reaction Database (ORD), a public repository of structured organic reaction records. The task is: describe an organic reaction: reactants, conditions, products, and yield Reaction SMILES: [C:29]([c:30]1[cH:31][cH:32][cH:33][cH:34][cH:35]1)(=[O:36])[Cl:37].[CH3:17][c:18]1[cH:19][cH:20][cH:21][cH:22][cH:23]1.[CH3:1][c:2]1[n:3](-[c:8]2[cH:9][cH:10][c:11]([O:14][CH2:15][CH3:16])[cH:12][cH:13]2)[c:4]([CH3:7])[cH:5][cH:6]1.[Cl:24][Sn:25]([Cl:26])([Cl:27])[Cl:28].[Na+:39].[OH-:38]>>[CH3:1][c:2]1[n:3](-[c:8]2[cH:9][cH:10][c:11]([O:14][CH2:15][CH3:16])[cH:12][cH:13]2)[c:4]([CH3:7])[c:5]([C:29]([c:30]2[cH:31][cH:32][cH:33][cH:34][cH:35]2)=[O:36])[cH:6]1. Yields the product CCOc1ccc(-n2c(C)cc(C(=O)c3ccccc3)c2C)cc1. The reactants are O=C(Cl)c1ccccc1, Cc1ccccc1, CCOc1ccc(-n2c(C)ccc2C)cc1, Cl[Sn](Cl)(Cl)Cl, [Na+], [OH-]. The reactants are C(C)(C)(C)OC(CN1C(=NC2=C1C=CC(=C2)N(S(=O)(=O)C2=CC=C(C=C2)F)CC=2SC1=C(N2)C=CC=C1)CCC)=O ({5-[Benzothiazol-2-ylmethyl-(4-fluoro-benzenesulfonyl)-amino]-2-propyl-benzoimidazol-1-yl}-acetic acid tert-butyl ester), C(=O)(C(F)(F)F)O (TFA). Product: S1C(=NC2=C1C=CC=C2)CN(C2=CC1=C(N(C(=N1)CCC)CC(=O)O)C=C2)S(=O)(=O)C2=CC=C(C=C2)F ({5-[Benzothiazol-2-ylmethyl-(4-fluoro-benzenesulfonyl)-amino]-2-propyl-benzoimidazol-1-yl}-acetic acid). RXN SMILES: C([O:5][C:6](=[O:41])[CH2:7][N:8]1[C:12]2[CH:13]=[CH:14][C:15]([N:17]([CH2:28][C:29]3[S:30][C:31]4[CH:37]=[CH:36][CH:35]=[CH:34][C:32]=4[N:33]=3)[S:18]([C:21]3[CH:26]=[CH:25][C:24]([F:27])=[CH:23][CH:22]=3)(=[O:20])=[O:19])=[CH:16][C:11]=2[N:10]=[C:9]1[CH2:38][CH2:39][CH3:40])(C)(C)C.C(O)(C(F)(F)F)=O>>[S:30]1[C:31]2[CH:37]=[CH:36][CH:35]=[CH:34][C:32]=2[N:33]=[C:29]1[CH2:28][N:17]([S:18]([C:21]1[CH:26]=[CH:25][C:24]([F:27])=[CH:23][CH:22]=1)(=[O:19])=[O:20])[C:15]1[CH:14]=[CH:13][C:12]2[N:8]([CH2:7][C:6]([OH:41])=[O:5])[C:9]([CH2:38][CH2:39][CH3:40])=[N:10][C:11]=2[CH:16]=1. Reported procedure: {5-[Benzothiazol-2-ylmethyl-(4-fluoro-benzenesulfonyl)-amino]-2-propyl-benzoimidazol-1-yl}-acetic acid tert-butyl ester was treated with TFA (2 mL) for 2 hours, concentrated, and purified by preparative LCMS to give the title compound. 1H NMR (d6-DMSO) δ8.08 (m, 1H), 7.86 (m, 1H), 7.79 (m, 2H), 7.45 (m, 4H), 7.25 (m, 2H), 6.91 (d, 1H), 5.33 (s, 2H), 4.39 (s, 2H), 2.65 (t, 2H), 1.72 (m, 2H), 0.92 (t, 3H). MS calculated for C26H23FN4O4S2+H: 539, observed: 539.